From a dataset of the Open Reaction Database (ORD), a public repository of structured organic reaction records. describe an organic reaction: reactants, conditions, products, and yield The reactants are CO, COC(=O)CCc1ccc(OC2CCc3ccccc32)cc1, Cl, [Na+], [OH-]. Product: O=C(O)CCc1ccc(OC2CCc3ccccc32)cc1. As a reaction SMILES: [CH3:26][OH:27].[CH:1]1([O:10][c:11]2[cH:12][cH:13][c:14]([CH2:17][CH2:18][C:19](=[O:20])[O:21][CH3:22])[cH:15][cH:16]2)[CH2:2][CH2:3][c:4]2[cH:5][cH:6][cH:7][cH:8][c:9]21.[ClH:25].[Na+:24].[OH-:23]>>[CH:1]1([O:10][c:11]2[cH:12][cH:13][c:14]([CH2:17][CH2:18][C:19](=[O:20])[OH:21])[cH:15][cH:16]2)[CH2:2][CH2:3][c:4]2[cH:5][cH:6][cH:7][cH:8][c:9]21. Starting materials: OCC#CCCCC(=O)OC (Methyl 7-Hydroxy-5-heptynoate). Reagents/catalysts: [Pd].CC(=O)[O-].CC(=O)[O-].[Pb+2] (Lindlar catalyst). Solvent: CCCCCC.CCOC(=O)C (hexane EtOAc). The product is OC\C=C/CCCC(=O)OC (Methyl cis-7-Hydroxy-5-heptenoate). Reaction SMILES: [OH:1][CH2:2][C:3]#[C:4][CH2:5][CH2:6][CH2:7][C:8]([O:10][CH3:11])=[O:9]>[Pd].CC([O-])=O.CC([O-])=O.[Pb+2].CCCCCC.CCOC(C)=O>[OH:1][CH2:2]/[CH:3]=[CH:4]\[CH2:5][CH2:6][CH2:7][C:8]([O:10][CH3:11])=[O:9] |f:1.2.3.4,5.6|. Procedure: Lindlar catalyst (palladium on calcium carbonate, poisoned with lead; 60 mg) was added to a solution of alkyne 38 (1.26 g, 8.07 mmol) in 2:1 hexane/EtOAc at 0° C. Hydrogen was bubbled through the reaction mixture until TLC analysis indicated the disappearance of 38 (2-3 h). The mixture was filtered and concentrated to yield 39 was a colorless liquid (1.277 g, 100%): IR (neat) 3410 (br), 3015 (w), 2940 (s), 2860, 1740 (s), 1435,, 1365, 1245, 1205, 1155, 1025, 1000 cm-1 ; 1H NMR (CDCl3) δ 5.66 (dd...